Dataset: the Open Reaction Database (ORD), a public repository of structured organic reaction records. Task: describe an organic reaction: reactants, conditions, products, and yield Starting materials: Cc1ccc(S(=O)(=O)OCC2Cc3cccc(-c4cccc(Cl)c4)c3O2)cc1, [N-]=[N+]=[N-], [Na+]. Product: [N-]=[N+]=NCC1Cc2cccc(-c3cccc(Cl)c3)c2O1. Reaction SMILES: [CH3:1][c:2]1[cH:3][cH:4][c:5]([S:6]([O:7][CH2:12][CH:13]2[O:14][c:15]3[c:16]([cH:18][cH:19][cH:20][c:21]3-[c:22]3[cH:23][c:24]([Cl:28])[cH:25][cH:26][cH:27]3)[CH2:17]2)(=[O:8])=[O:9])[cH:10][cH:11]1.[N-:30]=[N+:31]=[N-:32].[Na+:29]>>[CH2:12]([CH:13]1[O:14][c:15]2[c:16]([cH:18][cH:19][cH:20][c:21]2-[c:22]2[cH:23][c:24]([Cl:28])[cH:25][cH:26][cH:27]2)[CH2:17]1)[N:30]=[N+:31]=[N-:32]. Starting materials: N[C@@H]([C@@H](C)CC)C(=O)O (Isoleucine), [OH-].[Na+] (sodium hydroxide). Run in O (water). Product: carboxylate, NC(C(=O)[O-])C(CC)C.[Na+] (sodium 2-amino-3-methylpentanoate). RXN SMILES: [NH2:1][C@H:2]([C:7]([OH:9])=[O:8])[C@H:3]([CH2:5][CH3:6])[CH3:4].[OH-].[Na+:11]>O>[NH2:1][CH:2]([CH:3]([CH3:4])[CH2:5][CH3:6])[C:7]([O-:9])=[O:8].[Na+:11] |f:1.2,4.5|. Procedure details: Separately, in a single-necked, round bottomed flask, equipped with a magnetic stirrer, 6.56 g (50 mmol) of Isoleucine is dissolved in 200 ml of water. To this is added 55 ml of 1M sodium hydroxide with vigorous stirring, until heat production ceases. At this point the water is removed by evaporation to yield the carboxylate salt, sodium 2-amino-3-methylpentanoate, shown below. Reactants: O=C([O-])[O-], c1ccc(CC2CNCCN2Cc2ccccc2)cc1, CS(=O)(=O)Cl, ClCCl, [K+], [K+], O. Yields the product CS(=O)(=O)N1CCN(Cc2ccccc2)C(Cc2ccccc2)C1. RXN SMILES: [C:26](=[O:27])([O-:28])[O-:29].[CH2:1]([c:2]1[cH:3][cH:4][cH:5][cH:6][cH:7]1)[N:8]1[CH:9]([CH2:14][c:15]2[cH:16][cH:17][cH:18][cH:19][cH:20]2)[CH2:10][NH:11][CH2:12][CH2:13]1.[CH3:21][S:22]([Cl:23])(=[O:24])=[O:25].[Cl:33][CH2:34][Cl:35].[K+:30].[K+:31].[OH2:32]>>[CH2:1]([c:2]1[cH:3][cH:4][cH:5][cH:6][cH:7]1)[N:8]1[CH:9]([CH2:14][c:15]2[cH:16][cH:17][cH:18][cH:19][cH:20]2)[CH2:10][N:11]([S:22]([CH3:21])(=[O:24])=[O:25])[CH2:12][CH2:13]1. Starting materials: CC(C)(C)O, CN(C)c1ccccc1, O=C(Cl)Cl, O, N#CC(=NO)c1ccccc1, c1ccccc1, c1ccncc1. Product: CC(C)(C)OC(=O)ON=C(C#N)c1ccccc1. Reaction SMILES: [C:21]([CH3:22])([CH3:23])([CH3:24])[OH:25].[CH3:12][N:13]([CH3:14])[c:15]1[cH:16][cH:17][cH:18][cH:19][cH:20]1.[Cl:26][C:27]([Cl:28])=[O:29].[OH2:36].[OH:1][N:2]=[C:3]([C:4]#[N:5])[c:6]1[cH:7][cH:8][cH:9][cH:10][cH:11]1.[cH:30]1[cH:31][cH:32][cH:33][cH:34][cH:35]1.[cH:37]1[cH:38][cH:39][n:40][cH:41][cH:42]1>>[O:1]([N:2]=[C:3]([C:4]#[N:5])[c:6]1[cH:7][cH:8][cH:9][cH:10][cH:11]1)[C:27]([O:25][C:21]([CH3:22])([CH3:23])[CH3:24])=[O:29]. Starting materials: N1=C2C(=NS1)C(=CC=C2)S(=O)(=O)NC2=C(C(=O)O)C=CC(=C2)I (2-(Benzo[1,2,5]thiadiazole-4-sulfonylamino)-4-iodo-benzoic acid), Cl.COC([C@H](CC1=CC(=CC=C1)Br)N)=O ((S)-2-amino-3-(3-bromo-phenyl)-propionic acid methyl ester hydrochloride), methyl ester. The product is N1=C2C(=NS1)C(=CC=C2)S(=O)(=O)NC2=C(C(=O)N[C@H](C(=O)O)CC1=CC(=CC=C1)Br)C=CC(=C2)I ((S)-2-[2-(Benzo[1,2,5]thiadiazole-4-sulfonylamino)-4-iodo-benzoylamino]-3-(3-bromo-phenyl)-propionic acid). Reaction SMILES: [N:1]1[S:5][N:4]=[C:3]2[C:6]([S:10]([NH:13][C:14]3[CH:22]=[C:21]([I:23])[CH:20]=[CH:19][C:15]=3[C:16](O)=[O:17])(=[O:12])=[O:11])=[CH:7][CH:8]=[CH:9][C:2]=12.Cl.C[O:26][C:27](=[O:38])[C@@H:28]([NH2:37])[CH2:29][C:30]1[CH:35]=[CH:34][CH:33]=[C:32]([Br:36])[CH:31]=1>>[N:1]1[S:5][N:4]=[C:3]2[C:6]([S:10]([NH:13][C:14]3[CH:22]=[C:21]([I:23])[CH:20]=[CH:19][C:15]=3[C:16]([NH:37][C@@H:28]([CH2:29][C:30]3[CH:35]=[CH:34][CH:33]=[C:32]([Br:36])[CH:31]=3)[C:27]([OH:26])=[O:38])=[O:17])(=[O:12])=[O:11])=[CH:7][CH:8]=[CH:9][C:2]=12 |f:1.2|. Procedure details: 2-(Benzo[1,2,5]thiadiazole-4-sulfonylamino)-4-iodo-benzoic acid was coupled to (S)-2-amino-3-(3-bromo-phenyl)-propionic acid methyl ester hydrochloride as in EXAMPLE 1, Part C. The methyl ester was hydrolyzed as in EXAMPLE 2, Part E, to afford the title compound. HPLC: RT=9.91 min. MS (ESI−): mass calcd. for C22H16BrIN4O5S2, 687.3; m/z found, 686 [M−H]−. 1H NMR (400 MHz, DMSO-d6): 13.05 (s, 1H), 11.77 (s, 1H), 9.03 (d, J=7.8, 1H), 8.45-8.35 (m, 2H), 7.92-7.86 (m, 1H), 7.82 (d, J=1.5, 1H), 7.53-7... The reactants are CCOC(=O)c1cnn(-c2ccc(CBr)cc2)n1, CN(C)C=O, CC(C)[N+](=O)[O-], CCO, [Na], O. Yields the product CCOC(=O)c1cnn(-c2ccc(C=O)cc2)n1. RXN SMILES: [Br:8][CH2:9][c:10]1[cH:11][cH:12][c:13](-[n:16]2[n:17][cH:18][c:19]([C:21](=[O:22])[O:23][CH2:24][CH3:25])[n:20]2)[cH:14][cH:15]1.[CH3:26][N:27]([CH3:28])[CH:29]=[O:30].[CH3:2][CH:3]([N+:4](=[O:5])[O-:6])[CH3:7].[CH3:31][CH2:32][OH:33].[Na:1].[OH2:34]>>[O:6]=[CH:9][c:10]1[cH:11][cH:12][c:13](-[n:16]2[n:17][cH:18][c:19]([C:21](=[O:22])[O:23][CH2:24][CH3:25])[n:20]2)[cH:14][cH:15]1.